From a dataset of the Open Reaction Database (ORD), a public repository of structured organic reaction records. describe an organic reaction: reactants, conditions, products, and yield The reactants are O=C([O-])[O-], N#Cc1ncccc1F, [Cs+], [Cs+], CN(C)C=O, O, c1nc[nH]n1. Product: N#Cc1ncccc1-n1cncn1. As a reaction SMILES: [C:10](=[O:11])([O-:12])[O-:13].[C:1](#[N:2])[c:3]1[n:4][cH:5][cH:6][cH:7][c:8]1[F:9].[Cs+:14].[Cs+:15].[O:21]=[CH:22][N:23]([CH3:24])[CH3:25].[OH2:26].[nH:16]1[n:17][cH:18][n:19][cH:20]1>>[C:1](#[N:2])[c:3]1[n:4][cH:5][cH:6][cH:7][c:8]1-[n:16]1[n:17][cH:18][n:19][cH:20]1.